From a dataset of the Open Reaction Database (ORD), a public repository of structured organic reaction records. describe an organic reaction: reactants, conditions, products, and yield Starting materials: BrCC(=O)OC(C)(C)C (t-butyl bromoacetate), C([O-])([O-])=O.[K+].[K+] (potassium carbonate), [N+](=O)([O-])C1=CC=C(C=C1)O (4-Nitrophenol). Solvent: C(C)(=O)OCC (ethyl acetate), CN(C=O)C (N,N-dimethylformamide). Run at temperature 70 celsius, time 4 hour. Product: [N+](=O)([O-])C1=CC=C(OCC(=O)OC(C)(C)C)C=C1 (t-butyl 4-nitrophenoxyacetate). The yield is 86.1%. As a reaction SMILES: [N+:1]([C:4]1[CH:9]=[CH:8][C:7]([OH:10])=[CH:6][CH:5]=1)([O-:3])=[O:2].Br[CH2:12][C:13]([O:15][C:16]([CH3:19])([CH3:18])[CH3:17])=[O:14].C(=O)([O-])[O-].[K+].[K+]>CN(C)C=O.C(OCC)(=O)C>[N+:1]([C:4]1[CH:9]=[CH:8][C:7]([O:10][CH2:12][C:13]([O:15][C:16]([CH3:19])([CH3:18])[CH3:17])=[O:14])=[CH:6][CH:5]=1)([O-:3])=[O:2] |f:2.3.4|. Reported procedure: 4-Nitrophenol (13.9 g, 100 mmol) was dissolved in N,N-dimethylformamide (20 ml), and t-butyl bromoacetate (29.3 g, 150 mmol) and potassium carbonate (27.6 g, 200 mmol) were added, which was followed by stirring at 70° C. for 4 hours. The reaction mixture was diluted with ethyl acetate (100 ml), washed with water, and the aqueous layer was extracted with ethyl acetate. The extract and the previously-obtained organic layer were combined. The mixture was washed with water and dried over anhydrous m... Starting materials: C(CC(O)(C(=O)O)CC(=O)O)(=O)O (citric acid), CC(C)=CC (2-methyl-2-butene), Cl(=O)[O-].[Na+] (sodium chlorite), C(=O)C=1C=C(C(=O)N2CS(C3=C2C=CC=C3)(=O)=O)C=C(C1OC)C(F)(F)F (3-(3-formyl-4-methoxy-5-trifluoromethylbenzoyl)-1,1-dioxo-2,3-dihydro-1,3-benzothiazole). The solvent is CO (methanol). Conditions: time 1 hour. The product is O=S1(CN(C2=C1C=CC=C2)C(=O)C=2C=C(C(=C(C(=O)O)C2)OC)C(F)(F)F)=O (5-(1,1-dioxo-2,3-dihydro-1,3-benzothiazole-3-carbonyl)-2-methoxy-3-trifluoromethylbenzoic acid). Reaction SMILES: [CH:1]([C:3]1[CH:4]=[C:5]([CH:19]=[C:20]([C:24]([F:27])([F:26])[F:25])[C:21]=1[O:22][CH3:23])[C:6]([N:8]1[C:12]2[CH:13]=[CH:14][CH:15]=[CH:16][C:11]=2[S:10](=[O:18])(=[O:17])[CH2:9]1)=[O:7])=[O:2].C(O)(=O)CC(CC(O)=O)(C(O)=O)[OH:31].CC(=CC)C.Cl([O-])=O.[Na+]>CO>[O:18]=[S:10]1(=[O:17])[C:11]2[CH:16]=[CH:15][CH:14]=[CH:13][C:12]=2[N:8]([C:6]([C:5]2[CH:19]=[C:20]([C:24]([F:27])([F:26])[F:25])[C:21]([O:22][CH3:23])=[C:3]([CH:4]=2)[C:1]([OH:31])=[O:2])=[O:7])[CH2:9]1 |f:3.4|. Reported procedure: 3-(3-formyl-4-methoxy-5-trifluoromethylbenzoyl)-1,1-dioxo-2,3-dihydro-1,3-benzothiazole (248 mg) was dissolved in methanol (2.5 mL) and an aqueous 10% citric acid solution (2.5 mL), and 2-methyl-2-butene (0.33 mL) and sodium chlorite (84 mg) were added to the solution, and then the mixture was stirred at room temperature for 1 hour. The solvent was distilled off under reduced pressure and 1N hydrochloric acid was added, and then the mixture was extracted with ethyl acetate. The organic layer was... Starting materials: CC1=NCCC2=CC=C(C=C12)OC (1-Methyl-7-methoxy-3,4-dihydro-isoquinoline), C(C)(=O)O[BH-](OC(C)=O)OC(C)=O.[Na+] (sodium triacetoxyborohydride). The product is CC1NCCC2=CC=C(C=C12)OC (1-Methyl-7-methoxy-1,2,3,4-tetrahydro-isoquinoline). Reaction SMILES: [CH3:1][C:2]1[C:11]2[C:6](=[CH:7][CH:8]=[C:9]([O:12][CH3:13])[CH:10]=2)[CH2:5][CH2:4][N:3]=1.C(O[BH-](OC(=O)C)OC(=O)C)(=O)C.[Na+]>>[CH3:1][CH:2]1[C:11]2[C:6](=[CH:7][CH:8]=[C:9]([O:12][CH3:13])[CH:10]=2)[CH2:5][CH2:4][NH:3]1 |f:1.2|. Procedure: In close analogy to the procedure described above, 1-Methyl-7-methoxy-3,4-dihydro-isoquinoline is reacted with sodium triacetoxyborohydride to provide the title compound.